From a dataset of the Open Reaction Database (ORD), a public repository of structured organic reaction records. describe an organic reaction: reactants, conditions, products, and yield Starting materials: CC(C)CCNCc1cccc2c(O)cccc12, N#Cc1ccc(Cl)nc1, [K+], [K+], O=C([O-])[O-], CN(C)C=O. Product: CC(C)CCNCc1cccc2c(Oc3ccc(C#N)cn3)cccc12. As a reaction SMILES: [CH3:1][CH:2]([CH2:3][CH2:4][NH:5][CH2:6][c:7]1[c:8]2[cH:9][cH:10][cH:11][c:12]([OH:17])[c:13]2[cH:14][cH:15][cH:16]1)[CH3:18].[Cl:19][c:20]1[n:21][cH:22][c:23]([C:24]#[N:25])[cH:26][cH:27]1.[K+:28].[K+:29].[O-:30][C:31]([O-:32])=[O:33].[O:34]=[CH:35][N:36]([CH3:37])[CH3:38]>>[CH3:1][CH:2]([CH2:3][CH2:4][NH:5][CH2:6][c:7]1[c:8]2[cH:9][cH:10][cH:11][c:12]([O:17][c:20]3[n:21][cH:22][c:23]([C:24]#[N:25])[cH:26][cH:27]3)[c:13]2[cH:14][cH:15][cH:16]1)[CH3:18].